Dataset: the Open Reaction Database (ORD), a public repository of structured organic reaction records. Task: describe an organic reaction: reactants, conditions, products, and yield Procedure details: A mixture of commercially available 5-bromonicotinaldehyde (5.070 g; 26.43 mmol), phenylboronic acid (4.934 g; 39.65 mmol), and Pd(PPh3)4 (1.527 g; 1.32 mmol) in toluene (65 ml) and aq. 2 M Na2CO3 (59 ml) was heated to reflux, under nitrogen, for 2.5 h. After cooling to rt, water and AcOEt were added. The separated aq. layer was further extracted with AcOEt. The mixed organic layers were washed with brine, dried over anh. MgSO4, filtered, and concentrated to dryness under reduced pressure. Purif... Product: C1(=CC=CC=C1)C=1C=NC=C(C=O)C1 (5-phenylnicotinaldehyde). Run in C1(=CC=CC=C1)C (toluene), CCOC(=O)C (AcOEt). Starting materials: BrC=1C=NC=C(C=O)C1 (5-bromonicotinaldehyde), C1(=CC=CC=C1)B(O)O (phenylboronic acid), C(=O)([O-])[O-].[Na+].[Na+] (Na2CO3), O (water). Reagents/catalysts: C=1C=CC(=CC1)[P](C=2C=CC=CC2)(C=3C=CC=CC3)[Pd]([P](C=4C=CC=CC4)(C=5C=CC=CC5)C=6C=CC=CC6)([P](C=7C=CC=CC7)(C=8C=CC=CC8)C=9C=CC=CC9)[P](C=1C=CC=CC1)(C=1C=CC=CC1)C=1C=CC=CC1 (Pd(PPh3)4). RXN SMILES: Br[C:2]1[CH:3]=[N:4][CH:5]=[C:6]([CH:9]=1)[CH:7]=[O:8].[C:10]1(B(O)O)[CH:15]=[CH:14][CH:13]=[CH:12][CH:11]=1.C([O-])([O-])=O.[Na+].[Na+].O>C1(C)C=CC=CC=1.C1C=CC([P]([Pd]([P](C2C=CC=CC=2)(C2C=CC=CC=2)C2C=CC=CC=2)([P](C2C=CC=CC=2)(C2C=CC=CC=2)C2C=CC=CC=2)[P](C2C=CC=CC=2)(C2C=CC=CC=2)C2C=CC=CC=2)(C2C=CC=CC=2)C2C=CC=CC=2)=CC=1.CCOC(C)=O>[C:10]1([C:2]2[CH:3]=[N:4][CH:5]=[C:6]([CH:9]=2)[CH:7]=[O:8])[CH:15]=[CH:14][CH:13]=[CH:12][CH:11]=1 |f:2.3.4,^1:36,38,57,76|. Starting materials: Cl.Cl.C(C)SC(C1=CC(=CC=C1)CN(CCCCCCCCCCCCCCCC)CCCCCCCCCCCCCCCC)=N (Ethyl-m-[N,N-di(n-hexadecyl)aminomethyl]-thiobenzimidate dihydrochloride), C1(CCCC1)N (cyclopentylamine), C(C)(=O)O (acetic acid). The solvent is C(Cl)(Cl)Cl (chloroform). Run at time 72 hour. Yields the product C(CCCCCCCCCCCCCCC)N(CCCCCCCCCCCCCCCC)CC=1C=C(C(=N)NC2CCCC2)C=CC1 (m-[N,N-Di(n-hexadecyl)aminomethyl]-N-cyclopentyl-benzamidine). The yield is 77.0%. As a reaction SMILES: Cl.Cl.C(S[C:6](=[NH:47])[C:7]1[CH:12]=[CH:11][CH:10]=[C:9]([CH2:13][N:14]([CH2:31][CH2:32][CH2:33][CH2:34][CH2:35][CH2:36][CH2:37][CH2:38][CH2:39][CH2:40][CH2:41][CH2:42][CH2:43][CH2:44][CH2:45][CH3:46])[CH2:15][CH2:16][CH2:17][CH2:18][CH2:19][CH2:20][CH2:21][CH2:22][CH2:23][CH2:24][CH2:25][CH2:26][CH2:27][CH2:28][CH2:29][CH3:30])[CH:8]=1)C.[CH:48]1([NH2:53])[CH2:52][CH2:51][CH2:50][CH2:49]1.C(O)(=O)C>C(Cl)(Cl)Cl>[CH2:31]([N:14]([CH2:13][C:9]1[CH:8]=[C:7]([CH:12]=[CH:11][CH:10]=1)[C:6]([NH:53][CH:48]1[CH2:52][CH2:51][CH2:50][CH2:49]1)=[NH:47])[CH2:15][CH2:16][CH2:17][CH2:18][CH2:19][CH2:20][CH2:21][CH2:22][CH2:23][CH2:24][CH2:25][CH2:26][CH2:27][CH2:28][CH2:29][CH3:30])[CH2:32][CH2:33][CH2:34][CH2:35][CH2:36][CH2:37][CH2:38][CH2:39][CH2:40][CH2:41][CH2:42][CH2:43][CH2:44][CH2:45][CH3:46] |f:0.1.2|. Procedure: Ethyl-m-[N,N-di(n-hexadecyl)aminomethyl]-thiobenzimidate dihydrochloride (1.074 g., 1.5 mmoles) was added to a solution of cyclopentylamine (255 mg., 3.0 mmoles, glacial acetic acid (0.3 ml., 5.3 mmoles) and chloroform (10 ml.). The mixture was held for 72 hours at room temperature. It was then diluted to 300 ml. with chloroform, washed with saturated aqueous sodium bicarbonate solution (3 × 50 ml.), washed with saturated aqueous sodium chloride solution (3 × 50 ml.), dried (Na2 SO4) and filtere... Starting materials: CC1(COCOC1)C(=C(CC1=CC(=C(C=C1)Cl)Cl)N1N=CN=C1)O (1-(5-methyl-1,3-dioxan-5-yl)-2-(1,2,4-triazol-1-yl)-3-(3,4-dichlorophenyl)-propen-1-ol), N1C=NC=C1 (imidazole), C(C)(=O)OC(C)=O (acetic anhydride). Reaction conditions: temperature 70 celsius, time 8 hour. The product is CC1(COCOC1)C(C(=CC1=CC(=C(C=C1)Cl)Cl)N1N=CN=C1)OC(C)=O (1-(5-methyl-1,3-dioxan-5-yl)-1-acetoxy-2-(1,2,4-triazol-1-yl)-3-(3,4-dichlorophenyl)-prop-2-ene). Yield: 69.3%. RXN SMILES: [CH3:1][C:2]1([C:8]([OH:24])=[C:9]([N:19]2[CH:23]=[N:22][CH:21]=[N:20]2)[CH2:10][C:11]2[CH:16]=[CH:15][C:14]([Cl:17])=[C:13]([Cl:18])[CH:12]=2)[CH2:7][O:6][CH2:5][O:4][CH2:3]1.N1C=CN=C1.[C:30](OC(=O)C)(=[O:32])[CH3:31]>>[CH3:1][C:2]1([CH:8]([O:24][C:30](=[O:32])[CH3:31])[C:9]([N:19]2[CH:23]=[N:22][CH:21]=[N:20]2)=[CH:10][C:11]2[CH:16]=[CH:15][C:14]([Cl:17])=[C:13]([Cl:18])[CH:12]=2)[CH2:7][O:6][CH2:5][O:4][CH2:3]1. Reported procedure: A mixture of 14 g (0.0378 mole) of 1-(5-methyl-1,3-dioxan-5-yl)-2-(1,2,4-triazol-1-yl)-3-(3,4-dichlorophenyl)-propen-1-ol (Example 25), 1 g of imidazole and 80 g of acetic anhydride is stirred for 8 hours at 70° C. and then concentrated under reduced pressure. The residue is taken up in 300 ml of ether and stirred for half an hour with 100 ml of 6% strength sodium bicarbonate solution. The organic phase is dried over sodium sulfate and concentrated under reduced pressure, finally at 50° C. under... Starting materials: C1CCOC1, COC(=O)C(NS(=O)(=O)c1ccc(-c2ccc(NC(=O)c3oc4cccc(-c5cccnc5)c4c3C)cc2)cc1)C(C)C, [Li+], [OH-]. Product: Cc1c(C(=O)Nc2ccc(-c3ccc(S(=O)(=O)NC(C(=O)O)C(C)C)cc3)cc2)oc2cccc(-c3cccnc3)c12. Reaction SMILES: [CH2:46]1[O:47][CH2:48][CH2:49][CH2:50]1.[CH3:1][O:2][C:3]([CH:4]([CH:5]([CH3:6])[CH3:7])[NH:8][S:9](=[O:10])(=[O:11])[c:12]1[cH:13][cH:14][c:15](-[c:18]2[cH:19][cH:20][c:21]([NH:24][C:25](=[O:26])[c:27]3[o:28][c:29]4[c:30]([c:31]3[CH3:32])[c:33](-[c:37]3[cH:38][n:39][cH:40][cH:41][cH:42]3)[cH:34][cH:35][cH:36]4)[cH:22][cH:23]2)[cH:16][cH:17]1)=[O:43].[Li+:45].[OH-:44]>>[O:2]=[C:3]([CH:4]([CH:5]([CH3:6])[CH3:7])[NH:8][S:9](=[O:10])(=[O:11])[c:12]1[cH:13][cH:14][c:15](-[c:18]2[cH:19][cH:20][c:21]([NH:24][C:25](=[O:26])[c:27]3[o:28][c:29]4[c:30]([c:31]3[CH3:32])[c:33](-[c:37]3[cH:38][n:39][cH:40][cH:41][cH:42]3)[cH:34][cH:35][cH:36]4)[cH:22][cH:23]2)[cH:16][cH:17]1)[OH:43]. Starting materials: ClCCCl, CN(C)c1ccncc1, CCC(CC)N1C(=O)C(C)(CC(=O)O)CC(c2cccc(Cl)c2)C1c1ccc(Cl)cc1, NS(=O)(=O)C(F)(F)F, CN(C)C=O, On1nnc2ccccc21. Product: CCC(CC)N1C(=O)C(C)(CC(=O)NS(=O)(=O)C(F)(F)F)CC(c2cccc(Cl)c2)C1c1ccc(Cl)cc1. RXN SMILES: [CH2:32]([Cl:33])[CH2:34][Cl:35].[CH3:59][N:60]([c:61]1[cH:62][cH:63][n:64][cH:65][cH:66]1)[CH3:67].[Cl:1][c:2]1[cH:3][c:4]([CH:8]2[CH2:9][C:10]([CH3:27])([CH2:28][C:29](=[O:30])[OH:31])[C:11](=[O:26])[N:12]([CH:21]([CH2:22][CH3:23])[CH2:24][CH3:25])[CH:13]2[c:14]2[cH:15][cH:16][c:17]([Cl:20])[cH:18][cH:19]2)[cH:5][cH:6][cH:7]1.[F:46][C:47]([S:48](=[O:49])(=[O:50])[NH2:51])([F:52])[F:53].[O:54]=[CH:55][N:56]([CH3:57])[CH3:58].[OH:36][n:37]1[c:38]2[c:39]([cH:40][cH:41][cH:42][cH:43]2)[n:44][n:45]1>>[Cl:1][c:2]1[cH:3][c:4]([CH:8]2[CH2:9][C:10]([CH3:27])([CH2:28][C:29](=[O:30])[NH:51][S:48]([C:47]([F:46])([F:52])[F:53])(=[O:49])=[O:50])[C:11](=[O:26])[N:12]([CH:21]([CH2:22][CH3:23])[CH2:24][CH3:25])[CH:13]2[c:14]2[cH:15][cH:16][c:17]([Cl:20])[cH:18][cH:19]2)[cH:5][cH:6][cH:7]1. Reactants: C1(CCC1)N1CCN(CCC1)C(=O)C1CC(C1)=O (3-[(4-cyclobutyl-1,4-diazepan-1-yl)carbonyl]cyclobutanone), [BH4-].[Na+] (NaBH4). Run in CO (MeOH). Run at time 1 hour. The product is C1(CCC1)N1CCN(CCC1)C(=O)[C@H]1C[C@H](C1)O (cis-3-[(4-cyclobutyl-1,4-diazepan-1-yl)carbonyl]cyclobutanol), solid. Isolated yield 70.0%. Reaction SMILES: [CH:1]1([N:5]2[CH2:11][CH2:10][CH2:9][N:8]([C:12]([CH:14]3[CH2:17][C:16](=[O:18])[CH2:15]3)=[O:13])[CH2:7][CH2:6]2)[CH2:4][CH2:3][CH2:2]1.[BH4-].[Na+]>CO>[CH:1]1([N:5]2[CH2:11][CH2:10][CH2:9][N:8]([C:12]([C@@H:14]3[CH2:17][C@H:16]([OH:18])[CH2:15]3)=[O:13])[CH2:7][CH2:6]2)[CH2:4][CH2:3][CH2:2]1 |f:1.2|. Reported procedure: To a stirred solution of 3-[(4-cyclobutyl-1,4-diazepan-1-yl)carbonyl]cyclobutanone (50 mg, 0.2 mmol) in MeOH (2.5 ml) at 0° C. was added NaBH4 (3.7 mg, 0.1 mmol). After 10 mins the reaction mixture was warmed to RT and stirred for a further 1 h. The solvent was evaporated in vacuuo and the crude solid was partitioned between DCM and 0.5 M NaOH. The organic phase was separated, dried (Na2SO4), filtered and concentrated at reduced pressure. The resulting yellow oil was purified by silica gel FCC (...